This data is from the Open Reaction Database (ORD), a public repository of structured organic reaction records. The task is: describe an organic reaction: reactants, conditions, products, and yield Starting materials: FC(C1=CC=C(C=C1)C#CCCCO)(F)F (5-(4-trifluoromethyl-phenyl)-pent-4-yn-1-ol), CN(C(=O)N=NC(=O)N(C)C)C (N,N,N′,N′-tetramethyl azodicarboxamide), C(CCC)P(CCCC)CCCC (tributylphosphine), C(C)OC(CN1C=CC2=CC=C(C=C12)O)=O ((6-hydroxy-indol-1-yl)-acetic acid ethyl ester). Product: C(C)OC(CN1C=CC2=CC=C(C=C12)OCCCC#CC1=CC=C(C=C1)C(F)(F)F)=O ({6-[5-(4-Trifluoromethyl-phenyl)-pent-4-ynyloxy]-indol-1-yl}-acetic acid ethyl ester). RXN SMILES: [CH2:1]([O:3][C:4](=[O:16])[CH2:5][N:6]1[C:14]2[C:9](=[CH:10][CH:11]=[C:12]([OH:15])[CH:13]=2)[CH:8]=[CH:7]1)[CH3:2].[F:17][C:18]([F:32])([F:31])[C:19]1[CH:24]=[CH:23][C:22]([C:25]#[C:26][CH2:27][CH2:28][CH2:29]O)=[CH:21][CH:20]=1.CN(C)C(N=NC(N(C)C)=O)=O.C(P(CCCC)CCCC)CCC>>[CH2:1]([O:3][C:4](=[O:16])[CH2:5][N:6]1[C:14]2[C:9](=[CH:10][CH:11]=[C:12]([O:15][CH2:29][CH2:28][CH2:27][C:26]#[C:25][C:22]3[CH:21]=[CH:20][C:19]([C:18]([F:17])([F:31])[F:32])=[CH:24][CH:23]=3)[CH:13]=2)[CH:8]=[CH:7]1)[CH3:2]. Procedure details: In analogy to the procedure described for example 1 d], (6-hydroxy-indol-1-yl)-acetic acid ethyl ester (example 1 c]) was reacted with 5-(4-trifluoromethyl-phenyl)-pent-4-yn-1-ol in the presence of N,N,N′,N′-tetramethyl azodicarboxamide and tributylphosphine to give the title compound as yellow oil.